Dataset: the Open Reaction Database (ORD), a public repository of structured organic reaction records. Task: describe an organic reaction: reactants, conditions, products, and yield RXN SMILES: [Cl:32][CH2:33][Cl:34].[N:19](=[C:20]=[O:21])[CH2:22][CH2:23][c:24]1[cH:25][c:26]([O:30][CH3:31])[cH:27][cH:28][cH:29]1.[NH2:1][c:2]1[n:3][n:4]([C:12](=[O:13])[O:14][C:15]([CH3:16])([CH3:17])[CH3:18])[c:5]2[cH:6][cH:7][c:8]([NH2:11])[cH:9][c:10]12>>[NH2:1][c:2]1[n:3][n:4]([C:12](=[O:13])[O:14][C:15]([CH3:16])([CH3:17])[CH3:18])[c:5]2[cH:6][cH:7][c:8]([NH:11][C:20]([NH:19][CH2:22][CH2:23][c:24]3[cH:25][c:26]([O:30][CH3:31])[cH:27][cH:28][cH:29]3)=[O:21])[cH:9][c:10]12. Product: COc1cccc(CCNC(=O)Nc2ccc3c(c2)c(N)nn3C(=O)OC(C)(C)C)c1. Reactants: ClCCl, COc1cccc(CCN=C=O)c1, CC(C)(C)OC(=O)n1nc(N)c2cc(N)ccc21. Reactants: C(C)(C)(C)O[C@H](C(=O)OC)C=1C(=NC=2N(C1C=1C(=C3CCCOC3=C(C1)F)C)N=C(C2)C=2C=C(C=CC2)C2=C(C=CC=C2)C)C ((2S)-methyl 2-(tert-butoxy)-2-(7-(8-fluoro-5-methylchroman-6-yl)-5-methyl-2-(2′-methyl-[1,1′-biphenyl]-3-yl)pyrazolo[1,5-a]pyrimidin-6-yl)acetate), [OH-].[Na+] (NaOH), C(C)(=O)O (acetic acid). Solvent: O (water), O1CCOCC1 (dioxane). Conditions: temperature 50 celsius, time 2 hour. Yields the product C(C)(C)(C)O[C@H](C(=O)O)C=1C(=NC=2N(C1C=1C(=C3CCCOC3=C(C1)F)C)N=C(C2)C=2C=C(C=CC2)C2=C(C=CC=C2)C)C ((2S)-2-(tert-Butoxy)-2-(7-(8-fluoro-5-methylchroman-6-yl)-5-methyl-2-(2′-methyl-[1,1′-biphenyl]-3-yl)pyrazolo[1,5-a]pyrimidin-6-yl)acetic acid). Yield: 67.4%. RXN SMILES: [C:1]([O:5][C@@H:6]([C:11]1[C:12]([CH3:45])=[N:13][C:14]2[N:15]([N:29]=[C:30]([C:32]3[CH:33]=[C:34]([C:38]4[CH:43]=[CH:42][CH:41]=[CH:40][C:39]=4[CH3:44])[CH:35]=[CH:36][CH:37]=3)[CH:31]=2)[C:16]=1[C:17]1[C:18]([CH3:28])=[C:19]2[C:24](=[C:25]([F:27])[CH:26]=1)[O:23][CH2:22][CH2:21][CH2:20]2)[C:7]([O:9]C)=[O:8])([CH3:4])([CH3:3])[CH3:2].[OH-].[Na+].C(O)(=O)C>O1CCOCC1.O>[C:1]([O:5][C@@H:6]([C:11]1[C:12]([CH3:45])=[N:13][C:14]2[N:15]([N:29]=[C:30]([C:32]3[CH:33]=[C:34]([C:38]4[CH:43]=[CH:42][CH:41]=[CH:40][C:39]=4[CH3:44])[CH:35]=[CH:36][CH:37]=3)[CH:31]=2)[C:16]=1[C:17]1[C:18]([CH3:28])=[C:19]2[C:24](=[C:25]([F:27])[CH:26]=1)[O:23][CH2:22][CH2:21][CH2:20]2)[C:7]([OH:9])=[O:8])([CH3:4])([CH3:3])[CH3:2] |f:1.2|. Procedure details: To a solution of (2S)-methyl 2-(tert-butoxy)-2-(7-(8-fluoro-5-methylchroman-6-yl)-5-methyl-2-(2′-methyl-[1,1′-biphenyl]-3-yl)pyrazolo[1,5-a]pyrimidin-6-yl)acetate (1.28 g, 2.1 mmol) in dioxane (12 mL) was added 1 N NaOH aqueous solution (9 mL, 9 mmol). The reaction mixture was stirred at 50° C. for 2 h. The reaction mixture was diluted with water (50 ml) and neutralized with acetic acid. The resulted mixture was extracted with ethyl acetate (3×100 ml). The organic phase was combined and dried by... Reactants: COC1=CC=CC2=C1C=C(S2)C(=O)O (4-methoxy-1-benzothiophene-2-carboxylic acid), CS(=O)(=O)Cl (methanesulfonyl chloride), N1=CC=CC=C1 (pyridine), S(=O)(=O)(C)Cl (mesyl chloride). Run at time 2 hour. The product is COC1=CC=CC2=C1C=C(S2)C#N (4-Methoxy-1-benzothiophene-2-carbonitrile). Yield: 74.0%. RXN SMILES: [CH3:1][O:2][C:3]1[C:8]2[CH:9]=[C:10]([C:12](O)=O)[S:11][C:7]=2[CH:6]=[CH:5][CH:4]=1.CS(Cl)(=O)=O.[N:20]1C=CC=CC=1>>[CH3:1][O:2][C:3]1[C:8]2[CH:9]=[C:10]([C:12]#[N:20])[S:11][C:7]=2[CH:6]=[CH:5][CH:4]=1. Procedure: (Ref: Cheutin et al.; C.R. Hebd. Seances Acad. Sci; 261; 1965; 705.) A solution of 4-methoxy-1-benzothiophene-2-carboxylic acid (1.19 g, 5.7 mmol) in pyridine (25 mL) at 0° C. was treated with methanesulfonyl chloride (0.49 mL, 6.3 mmol) keeping the temperature at 0° C., stirring was continued for 2 h. Ammonia gas was then bubbled through the mixture for 5 minutes, followed by nitrogen for 10 mins. The reaction mixture was then treated with a large excess of mesyl chloride (4.43 mL, 57 mmol) and... The reactants are BrC(C(C)=O)CCN1C(=O)N(C=2N=CN(C2C1=O)C)C (1-(3-bromo-2-keto-5-pentyl)-3,7-dimethylxanthine), crude compound, BrBr (bromine), O=C(C)CCCN1C(=O)N(C=2N=CN(C2C1=O)C)C (1-(2-Keto-5-pentyl)-3,7-dimethylxanthine), C([O-])(O)=O.[Na+] (sodium bicarbonate). The solvent is CO (methanol), O (water). Reaction conditions: time 15 hour. The product is BrCC(CCCN1C(=O)N(C=2N=CN(C2C1=O)C)C)=O (1-(1-Bromo-2-keto-5-pentyl)-3,7-dimethylxanthine). Reaction SMILES: BrBr.[O:3]=[C:4]([CH2:6][CH2:7][CH2:8][N:9]1[C:18](=[O:19])[C:17]2[N:16]([CH3:20])[CH:15]=[N:14][C:13]=2[N:12]([CH3:21])[C:10]1=[O:11])[CH3:5].C(=O)(O)[O-].[Na+].[Br:27]C(CCN1C(=O)C2N(C)C=NC=2N(C)C1=O)C(=O)C>CO.O>[Br:27][CH2:5][C:4](=[O:3])[CH2:6][CH2:7][CH2:8][N:9]1[C:18](=[O:19])[C:17]2[N:16]([CH3:20])[CH:15]=[N:14][C:13]=2[N:12]([CH3:21])[C:10]1=[O:11] |f:2.3|. Reported procedure: 4.93 Grams (0.031 moles) of bromine were added to a solution of 7.3 g (0.0276 moles) of compound (a) in 100 ml of methanol, at 10° C. After stirring for 15 hours at room temperature, the reaction mixture volume was concentrated to 30 ml under reduced pressure, then 60 ml of water, and 3 drops of conc. sulphuric acid were added. The mixture was stirred at room temperature for 4 hours, in order to hydrolyze any dimethylketals formed by reaction with methanol. After dilution with 50 ml of water, th... RXN SMILES: [F:1][C:2]([F:33])([F:32])[C:3]1[CH:4]=[C:5]([CH:25]=[C:26]([C:28]([F:31])([F:30])[F:29])[CH:27]=1)[C:6]([N:8]1[CH2:24][CH2:23][C:11]2([N:15]([C:16]3[CH:21]=[CH:20][CH:19]=[CH:18][CH:17]=3)[CH2:14][NH:13][C:12]2=[O:22])[CH2:10][CH2:9]1)=[O:7]>BrCCCO[Si](C(C)(C)C)(C)C.COCCOC>[F:33][C:2]([F:1])([F:32])[C:3]1[CH:4]=[C:5]([CH:25]=[C:26]([C:28]([F:31])([F:30])[F:29])[CH:27]=1)[C:6]([N:8]1[CH2:9][CH2:10][C:11]2([N:15]([C:16]3[CH:17]=[CH:18][CH:19]=[CH:20][CH:21]=3)[CH2:14][N:13]([CH2:4][CH2:5][CH2:6][OH:7])[C:12]2=[O:22])[CH2:23][CH2:24]1)=[O:7]. The solvent is BrCCCO[Si](C)(C)C(C)(C)C ((3-bromopropoxy)-tert.-butyldimethylsilane), COCCOC (1,2-dimethoxyethane). Yields the product FC(C=1C=C(C(=O)N2CCC3(C(N(CN3C3=CC=CC=C3)CCCO)=O)CC2)C=C(C1)C(F)(F)F)(F)F (8-(3,5-Bis-trifluoromethyl-benzoyl)-3-(3-hydroxy-propyl)-1-phenyl-1,3,8-triaza-spiro[4.5]decan-4-one). Starting materials: FC(C=1C=C(C(=O)N2CCC3(C(NCN3C3=CC=CC=C3)=O)CC2)C=C(C1)C(F)(F)F)(F)F (8-(3,5-bis-trifluoromethyl-benzoyl)-1-phenyl-1,3,8-triaza-spiro[4.5]decan-4-one). Reported procedure: The title compound, MS: m/e=530.2 (M+H+), was prepared in accordance with the general method of example 4 from 8-(3,5-bis-trifluoromethyl-benzoyl)-1-phenyl-1,3,8-triaza-spiro[4.5]decan-4-one and (3-bromopropoxy)-tert.-butyldimethylsilane in 1,2-dimethoxyethane as solvent. HCl in ethanol (3% conc.) cleaved the intermediate TBDMS-ether. The reactants are OC1=CC(=C(C=O)C=C1)C (4-hydroxy-2-methylbenzaldehyde), CS(=O)(=O)OC1CN(C1)C(=O)C=1OC(=NN1)C1=CC=CC=C1 (1-(5-Phenyl-1,3,4-oxadiazole-2-carbonyl)azetidin-3-yl methanesulfonate), C(=O)([O-])[O-].[Cs+].[Cs+] (Cs2CO3). Solvent: C(Cl)Cl (DCM), CN(C)C=O (DMF). Run at temperature 90 celsius, time 20 hour. Yields the product CC1=C(C=O)C=CC(=C1)OC1CN(C1)C(=O)C=1OC(=NN1)C1=CC=CC=C1 (2-Methyl-4-(1-(5-phenyl-1,3,4-oxadiazole-2-carbonyl)azetidin-3-yloxy)benzaldehyde). The yield is 71.9%. As a reaction SMILES: [OH:1][C:2]1[CH:9]=[CH:8][C:5]([CH:6]=[O:7])=[C:4]([CH3:10])[CH:3]=1.CS(O[CH:16]1[CH2:19][N:18]([C:20]([C:22]2[O:23][C:24]([C:27]3[CH:32]=[CH:31][CH:30]=[CH:29][CH:28]=3)=[N:25][N:26]=2)=[O:21])[CH2:17]1)(=O)=O.C([O-])([O-])=O.[Cs+].[Cs+]>CN(C=O)C.C(Cl)Cl>[CH3:10][C:4]1[CH:3]=[C:2]([O:1][CH:16]2[CH2:17][N:18]([C:20]([C:22]3[O:23][C:24]([C:27]4[CH:32]=[CH:31][CH:30]=[CH:29][CH:28]=4)=[N:25][N:26]=3)=[O:21])[CH2:19]2)[CH:9]=[CH:8][C:5]=1[CH:6]=[O:7] |f:2.3.4|. Procedure: To a solution of 4-hydroxy-2-methylbenzaldehyde (0.11 g, 0.79 mmol) and 53B (0.20 g, 0.62 mmol) in DMF (10 mL) under nitrogen was added Cs2CO3 (0.24 g, 0.74 mmol). The mixture was stirred at 90° C. for 20 h, cooled to RT and then diluted with DCM. The solids were filtered off and the filtrate was evaporated. The product was purified on two occasions by preparative HPLC (Kromasil, C8) eluting with a gradient of acetonitrile and a mixture of acetic acid and water (0.2%). The pure fractions were ii... Starting materials: ClCCl, Cc1cccc(NC(N)=O)c1CO, O=S(Cl)Cl. The product is Cc1cccc(NC(N)=O)c1CCl. RXN SMILES: [CH2:18]([Cl:19])[Cl:20].[CH3:1][c:2]1[cH:3][cH:4][cH:5][c:6]([NH:10][C:11](=[O:12])[NH2:13])[c:7]1[CH2:8][OH:9].[S:14]([Cl:15])([Cl:16])=[O:17]>>[CH3:1][c:2]1[cH:3][cH:4][cH:5][c:6]([NH:10][C:11](=[O:12])[NH2:13])[c:7]1[CH2:8][Cl:16]. Reactants: CCN(C(C)C)C(C)C, Clc1ncnc2nc[nH]c12, ClCCl, CC(C)(C)OC(=O)NCc1cc2cccc(S(C)(=O)=O)c2nc1-c1cccc(F)c1, O=C(O)C(F)(F)F. The product is CS(=O)(=O)c1cccc2cc(CNc3ncnc4[nH]cnc34)c(-c3cccc(F)c3)nc12. RXN SMILES: [CH:48]([N:49]([CH2:50][CH3:51])[CH:52]([CH3:53])[CH3:54])([CH3:55])[CH3:56].[Cl:38][c:39]1[c:40]2[nH:41][cH:42][n:43][c:44]2[n:45][cH:46][n:47]1.[Cl:57][CH2:58][Cl:59].[F:1][c:2]1[cH:3][c:4](-[c:8]2[n:9][c:10]3[c:11]([S:27](=[O:28])(=[O:29])[CH3:30])[cH:12][cH:13][cH:14][c:15]3[cH:16][c:17]2[CH2:18][NH:19][C:20](=[O:21])[O:22][C:23]([CH3:24])([CH3:25])[CH3:26])[cH:5][cH:6][cH:7]1.[F:31][C:32]([F:33])([F:34])[C:35]([OH:36])=[O:37]>>[F:1][c:2]1[cH:3][c:4](-[c:8]2[n:9][c:10]3[c:11]([S:27](=[O:28])(=[O:29])[CH3:30])[cH:12][cH:13][cH:14][c:15]3[cH:16][c:17]2[CH2:18][NH:19][c:39]2[c:40]3[n:41][cH:42][nH:43][c:44]3[n:45][cH:46][n:47]2)[cH:5][cH:6][cH:7]1.